Dataset: the Open Reaction Database (ORD), a public repository of structured organic reaction records. Task: describe an organic reaction: reactants, conditions, products, and yield The reactants are CI (Methyl iodide), C[O-].[Na+] (sodium methoxide), CC1(OC2=C(C(=CC(=C2)C(C)C(CCCCC)C)O)C=2C1=CC=NC2)C (5,5-dimethyl-10-hydroxy-8-(3-methyl-2-octyl)-5H-[1]benzopyrano [3,4-d]pyridine), CN(C=O)C (N,N-dimethylformamide). Solvent: O (water). Run at time 18 hour. Yields the product CC1(OC2=C(C(=CC(=C2)C(C)C(CCCCC)C)OC)C=2C1=CC=NC2)C (5,5-Dimethyl-10-Methoxy-8-(3-Methyl-2-Octyl)-5H-[1]-Benzopyrano[3,4-d]Pyridine). Reaction SMILES: CI.[CH3:3][C:4]1([CH3:28])[C:23]2=[CH:24][CH:25]=[N:26][CH:27]=[C:22]2[C:7]2[C:8]([OH:21])=[CH:9][C:10]([CH:12]([CH:14]([CH3:20])[CH2:15][CH2:16][CH2:17][CH2:18][CH3:19])[CH3:13])=[CH:11][C:6]=2[O:5]1.[CH3:29]N(C)C=O.C[O-].[Na+]>O>[CH3:28][C:4]1([CH3:3])[C:23]2=[CH:24][CH:25]=[N:26][CH:27]=[C:22]2[C:7]2[C:8]([O:21][CH3:29])=[CH:9][C:10]([CH:12]([CH:14]([CH3:20])[CH2:15][CH2:16][CH2:17][CH2:18][CH3:19])[CH3:13])=[CH:11][C:6]=2[O:5]1 |f:3.4|. Procedure: Methyl iodide (5.11 g., 0.036 mole) was added dropwise to a stirred solution of 10.59 g. (0.03 mole) of 5,5-dimethyl-10-hydroxy-8-(3-methyl-2-octyl)-5H-[1]benzopyrano [3,4-d]pyridine in 300 ml. of N,N-dimethylformamide containing 1.78 g. (0.033 mole) of sodium methoxide. The mixture was stirred at room temperature for 18 hours and 300 ml. of water was added and extracted with petroleum ether (30°-60°). The combined petroleum ether extracts were washed with water, dried with anhydrous sodium sulf... Reactants: CC(C)(C)OC(=O)N1CC(Oc2ccc(C(F)(F)F)cc2C(=O)N=c2oc(C(C)(C)C)cn2CC2CCCO2)C1, ClCCl, O=C(O)C(F)(F)F. The product is CC(C)(C)c1cn(CC2CCCO2)c(=NC(=O)c2cc(C(F)(F)F)ccc2OC2CNC2)o1. RXN SMILES: [C:1]([CH3:2])([CH3:3])([CH3:4])[c:5]1[cH:6][n:7]([CH2:35][CH:36]2[O:37][CH2:38][CH2:39][CH2:40]2)[c:8](=[N:10][C:11](=[O:12])[c:13]2[c:14]([O:15][CH:16]3[CH2:17][N:18]([C:20]([O:21][C:22]([CH3:23])([CH3:24])[CH3:25])=[O:26])[CH2:19]3)[cH:27][cH:28][c:29]([C:31]([F:32])([F:33])[F:34])[cH:30]2)[o:9]1.[Cl:48][CH2:49][Cl:50].[OH:41][C:42]([C:43]([F:44])([F:45])[F:46])=[O:47]>>[C:1]([CH3:2])([CH3:3])([CH3:4])[c:5]1[cH:6][n:7]([CH2:35][CH:36]2[O:37][CH2:38][CH2:39][CH2:40]2)[c:8](=[N:10][C:11](=[O:12])[c:13]2[c:14]([O:15][CH:16]3[CH2:17][NH:18][CH2:19]3)[cH:27][cH:28][c:29]([C:31]([F:32])([F:33])[F:34])[cH:30]2)[o:9]1.